Dataset: the Open Reaction Database (ORD), a public repository of structured organic reaction records. Task: describe an organic reaction: reactants, conditions, products, and yield Starting materials: FC(=C1[C@]2(C)[C@@H](CC1)[C@@H]1CCC=3C=C(C=CC3[C@H]1[C@H](C2)OC)OC2OCCCC2)F (17-difluoromethylene-11β-methoxy-3-tetrahydropyranyloxy-estra-1,3,5(10)-triene), C(C(=O)O)(=O)O (oxalic acid). The solvent is CO (methanol), O (water). The product is FC(=C1[C@]2(C)[C@@H](CC1)[C@@H]1CCC=3C=C(C=CC3[C@H]1[C@H](C2)OC)O)F (17-difluoromethylene-11β-methoxy-estra-1,3,5(10)-trien-3-ol). Isolated yield 93.9%. As a reaction SMILES: [F:1][C:2]([F:30])=[C:3]1[CH2:8][CH2:7][C@H:6]2[C@H:9]3[C@H:18]([C@@H:19]([O:21][CH3:22])[CH2:20][C@:4]12[CH3:5])[C:17]1[CH:16]=[CH:15][C:14]([O:23]C2CCCCO2)=[CH:13][C:12]=1[CH2:11][CH2:10]3.C(O)(=O)C(O)=O>CO.O>[F:1][C:2]([F:30])=[C:3]1[CH2:8][CH2:7][C@H:6]2[C@H:9]3[C@H:18]([C@@H:19]([O:21][CH3:22])[CH2:20][C@:4]12[CH3:5])[C:17]1[CH:16]=[CH:15][C:14]([OH:23])=[CH:13][C:12]=1[CH2:11][CH2:10]3. Procedure details: A suspension of 1.2 g of 17-difluoromethylene-11β-methoxy-3-tetrahydropyranyloxy-estra-1,3,5(10)-triene in 25 ml of methanol and 2.6 ml of water is refluxed with 1.2 g of oxalic acid for 0.5 hour at a bath temperature of 100° C. Then, it is concentrated by evaporation in a vacuum diluted with ethyl acetate, washed with water, sodium bicarbonate solution as well as with saturated sodium chloride solution, dried on sodium sulfate, concentrated by evaporation in a vacuum and chromatographed on sili... Starting materials: OC1=CC=C(C=2C=CC=NC12)C=O (8-hydroxyquinoline-5-carbaldehyde), CC(=O)C (acetone), C(C1=CC=CC=C1)Br (benzylbromide). Run at time 4 hour. Product: C(C1=CC=CC=C1)OC1=CC=C(C=2C=CC=NC12)C=O (8-benzyloxyquinoline-5-carbaldehyde). Yield: 55.1%. RXN SMILES: [OH:1][C:2]1[C:11]2[N:10]=[CH:9][CH:8]=[CH:7][C:6]=2[C:5]([CH:12]=[O:13])=[CH:4][CH:3]=1.CC(C)=O.[CH2:18](Br)[C:19]1[CH:24]=[CH:23][CH:22]=[CH:21][CH:20]=1>>[CH2:18]([O:1][C:2]1[C:11]2[N:10]=[CH:9][CH:8]=[CH:7][C:6]=2[C:5]([CH:12]=[O:13])=[CH:4][CH:3]=1)[C:19]1[CH:24]=[CH:23][CH:22]=[CH:21][CH:20]=1. Procedure: To a solution of 8-hydroxyquinoline-5-carbaldehyde (346 mg, 2 mmol) in acetone (15 ml) anhydrous potassium carbonate (300 mg, 2.2 mmol) and benzylbromide (0.25 ml, 360 mg, 2.1 mmol) were added at 50° C. and the stirring was-continued for other 4 h at this temperature. The solvent was removed under reduced pressure, the residue taken up with dichloromethane, the organic layer washed several times with water, dried (sodium sulfate) and evaporated under vacuum. The residue was chromatographed on si... Starting materials: C1(CCCCC1)P(C1=C(C=CC=C1)C1=C(C=CC=C1OC)OC)C1CCCCC1 (2-dicyclohexylphosphino-2′,6′-dimethoxy-1,1′-biphenyl), ClC1=NN2C(C=CC=C2)=C1C1CC1 (2-chloro-3-cyclopropylpyrazolo-[1,5-a]pyridine), FC=1C=C(C=NC1)B(O)O ((5-fluoropyridin-3-yl)boronic acid), [O-]P(=O)([O-])[O-].[K+].[K+].[K+] (potassium phosphate tribasic). The reagents and catalysts are C(C)(=O)[O-].[Pd+2].C(C)(=O)[O-] (palladium acetate). Solvent: O1CCCC1 (tetrahydrofuran). Reaction conditions: temperature 100 celsius. Yields the product C1(CC1)C=1C(=NN2C1C=CC=C2)C=2C=NC=C(C2)F (3-cyclopropyl-2-(5-fluoropyridin-3-yl) pyrazolo[1,5-a]pyridine). RXN SMILES: Cl[C:2]1[C:10]([CH:11]2[CH2:13][CH2:12]2)=[C:5]2[CH:6]=[CH:7][CH:8]=[CH:9][N:4]2[N:3]=1.[F:14][C:15]1[CH:16]=[C:17](B(O)O)[CH:18]=[N:19][CH:20]=1.[O-]P([O-])([O-])=O.[K+].[K+].[K+].C1(P(C2CCCCC2)C2C=CC=CC=2C2C(OC)=CC=CC=2OC)CCCCC1>O1CCCC1.C([O-])(=O)C.[Pd+2].C([O-])(=O)C>[CH:11]1([C:10]2[C:2]([C:17]3[CH:18]=[N:19][CH:20]=[C:15]([F:14])[CH:16]=3)=[N:3][N:4]3[CH:9]=[CH:8][CH:7]=[CH:6][C:5]=23)[CH2:13][CH2:12]1 |f:2.3.4.5,8.9.10|. Procedure details: A solution of 2-chloro-3-cyclopropylpyrazolo-[1,5-a]pyridine (27-4; 0.2 g, 1.042 mmol), (5-fluoropyridin-3-yl)boronic acid (0.147 g, 1.042 mmol), and potassium phosphate tribasic (0.66 g, 3.126 mmol) in tetrahydrofuran (15 mL) was degassed for 10 min. Next 2-dicyclohexylphosphino-2′,6′-dimethoxy-1,1′-biphenyl (0.085 g, 0.208 mmol) and palladium acetate (0.023 g, 0.104 mmol) were added and heated in a sealed tube at 100° C. for 18 h. The reaction mixture was then cooled to room temperature, filte... The reactants are C(C)OC1=C(C(=C(C=C1)C1CCC(CC1)(O)CCCCC)F)F (4-(4-ethoxy-2,3-difluoro-phenyl)-1-pentylcyclohexanol), C1(=CC=CC=C1)C (toluene), O.C1(=CC=C(C=C1)S(=O)(=O)O)C (toluene-4-sulphonic acid monohydrate). Solvent: O (water). Product: C(C)OC1=C(C(=C(C=C1)C1CC=C(CC1)CCCCC)F)F (1-ethoxy-2,3-difluoro-4-(4-pentylcyclohex-3-enyl)benzene). RXN SMILES: [CH2:1]([O:3][C:4]1[CH:9]=[CH:8][C:7]([CH:10]2[CH2:15][CH2:14][C:13]([CH2:17][CH2:18][CH2:19][CH2:20][CH3:21])(O)[CH2:12][CH2:11]2)=[C:6]([F:22])[C:5]=1[F:23])[CH3:2].C1(C)C=CC=CC=1.O.C1(C)C=CC(S(O)(=O)=O)=CC=1>O>[CH2:1]([O:3][C:4]1[CH:9]=[CH:8][C:7]([CH:10]2[CH2:15][CH2:14][C:13]([CH2:17][CH2:18][CH2:19][CH2:20][CH3:21])=[CH:12][CH2:11]2)=[C:6]([F:22])[C:5]=1[F:23])[CH3:2] |f:2.3|. Procedure details: A solution of 128.0 g of 4-(4-ethoxy-2,3-difluoro-phenyl)-1-pentylcyclohexanol in 11 of toluene was refluxed in a water separator with addition of 5.0 g of toluene-4-sulphonic acid monohydrate. When all the water had been removed, the mixture was subjected to conventional work-up, giving 1-ethoxy-2,3-difluoro-4-(4-pentylcyclohex-3-enyl)benzene. Starting materials: CC(=O)O[BH-](OC(C)=O)OC(C)=O, CCOC(=O)COc1c(C#N)sc(-c2cccc(N)c2)c1Br, CC(=O)O, ClCCl, [Na+], O=C1CCCCC1. The product is CCOC(=O)COc1c(C#N)sc(-c2cccc(NC3CCCCC3)c2)c1Br. As a reaction SMILES: [C:34]([O:35][BH-:36]([O:37][C:38](=[O:39])[CH3:40])[O:41][C:42](=[O:43])[CH3:44])(=[O:45])[CH3:46].[CH2:1]([CH3:2])[O:3][C:4]([CH2:5][O:6][c:7]1[c:8]([C:20]#[N:21])[s:9][c:10](-[c:13]2[cH:14][c:15]([NH2:19])[cH:16][cH:17][cH:18]2)[c:11]1[Br:12])=[O:22].[CH3:30][C:31](=[O:32])[OH:33].[Cl:48][CH2:49][Cl:50].[Na+:47].[O:23]=[C:24]1[CH2:25][CH2:26][CH2:27][CH2:28][CH2:29]1>>[CH2:1]([CH3:2])[O:3][C:4]([CH2:5][O:6][c:7]1[c:8]([C:20]#[N:21])[s:9][c:10](-[c:13]2[cH:14][c:15]([NH:19][CH:24]3[CH2:25][CH2:26][CH2:27][CH2:28][CH2:29]3)[cH:16][cH:17][cH:18]2)[c:11]1[Br:12])=[O:22]. Starting materials: CC1=CC=C(C=O)C=C1 (4-methylbenzaldehyde), CSC1=CC=C(N)C=C1 (4-methylthioaniline). Product: CC1=CC=C(C=NC2=CC=C(C=C2)SC)C=C1 (N-(4-Methylbenzylidene)-4-methylthioaniline), powder. Isolated yield 96.0%. RXN SMILES: [CH3:1][C:2]1[CH:9]=[CH:8][C:5]([CH:6]=O)=[CH:4][CH:3]=1.[CH3:10][S:11][C:12]1[CH:18]=[CH:17][C:15]([NH2:16])=[CH:14][CH:13]=1>>[CH3:1][C:2]1[CH:9]=[CH:8][C:5]([CH:6]=[N:16][C:15]2[CH:17]=[CH:18][C:12]([S:11][CH3:10])=[CH:13][CH:14]=2)=[CH:4][CH:3]=1. Reported procedure: Following a procedure similar to that described in Example 1(i), but using 4-methylbenzaldehyde and 4-methylthioaniline as starting materials, the title compound was obtained as a slightly yellow powder (yield 96%).